Dataset: the Open Reaction Database (ORD), a public repository of structured organic reaction records. Task: describe an organic reaction: reactants, conditions, products, and yield Starting materials: C(C(C)C)NCCC1=C(N=C(S1)C)C1=CC=C(OCCCCCOC2=CC=C(C#N)C=C2)C=C1 (4-(5-{4-[5-(2-Isobutylaminoethyl)-2-methyl-thiazol-4-yl]phenoxy}pentyloxy)-benzonitrile), CN(C=O)C (dimethylformamide), C(C1=CN=CC=C1)(=O)Cl (nicotinoyl chloride), [H-].[Na+] (sodium hydride). Solvent: C(C)(=O)OCC (ethyl acetate), CO (methanol), CCCCCC (n-hexane). Run at time 8 hour. Product: C(C(C)C)N(CCC1=C(N=C(S1)C)C1=CC=C(OCCCCCOC2=CC=C(C#N)C=C2)C=C1)C(=O)C=1C=NC=CC1 (4-{5-[4-(5-{2-[Isobutyl-(pyridine-3-carbonyl)-amino]-ethyl}-2-methyl-thiazol-4-yl)phenoxy]pentyloxy}-benzonitrile). Yield: 52.8%. As a reaction SMILES: [CH2:1]([NH:5][CH2:6][CH2:7][C:8]1[S:12][C:11]([CH3:13])=[N:10][C:9]=1[C:14]1[CH:34]=[CH:33][C:17]([O:18][CH2:19][CH2:20][CH2:21][CH2:22][CH2:23][O:24][C:25]2[CH:32]=[CH:31][C:28]([C:29]#[N:30])=[CH:27][CH:26]=2)=[CH:16][CH:15]=1)[CH:2]([CH3:4])[CH3:3].CN(C)C=O.[C:40](Cl)(=[O:47])[C:41]1[CH:46]=[CH:45][CH:44]=[N:43][CH:42]=1.[H-].[Na+]>C(OCC)(=O)C.CO.CCCCCC>[CH2:1]([N:5]([C:40]([C:41]1[CH:42]=[N:43][CH:44]=[CH:45][CH:46]=1)=[O:47])[CH2:6][CH2:7][C:8]1[S:12][C:11]([CH3:13])=[N:10][C:9]=1[C:14]1[CH:15]=[CH:16][C:17]([O:18][CH2:19][CH2:20][CH2:21][CH2:22][CH2:23][O:24][C:25]2[CH:26]=[CH:27][C:28]([C:29]#[N:30])=[CH:31][CH:32]=2)=[CH:33][CH:34]=1)[CH:2]([CH3:4])[CH3:3] |f:3.4|. Reported procedure: 310 mg (0.65 mmol) of 4-(5-{4-[5-(2-isobutylaminoethyl)-2-methyl-thiazol-4-yl]phenoxy}pentyloxy)-benzonitrile compound (14b) obtained in Preparative Example 6-1 was added to 20 ml of dimethylformamide, and the mixture was cooled to 0°. To the mixture, 139 mg (0.78 mmol) of nicotinoyl chloride and 65 mg (1.62 mmol) of sodium hydride were added, and the mixture was stirred at room temperature 8 hrs. The reaction solution was diluted with ethyl acetate, and washed with purified water. The organic l... Reactants: NC=1C=CC(=C(C(=O)OC)C1)F (Methyl 5-amino-2-fluorobenzoate), N1=CC=CC=C1 (pyridine), CS(=O)(=O)Cl (methanesulfonyl chloride). The solvent is C(C)(=O)OCC (ethyl acetate). Yields the product FC1=C(C(=O)OC)C=C(C=C1)NS(=O)(=O)C (methyl 2-fluoro-5-methanesulfonylaminobenzoate). Yield: 98.5%. As a reaction SMILES: [NH2:1][C:2]1[CH:3]=[CH:4][C:5]([F:12])=[C:6]([CH:11]=1)[C:7]([O:9][CH3:10])=[O:8].N1C=CC=CC=1.[CH3:19][S:20](Cl)(=[O:22])=[O:21]>C(OCC)(=O)C>[F:12][C:5]1[CH:4]=[CH:3][C:2]([NH:1][S:20]([CH3:19])(=[O:22])=[O:21])=[CH:11][C:6]=1[C:7]([O:9][CH3:10])=[O:8]. Procedure details: Methyl 5-amino-2-fluorobenzoate (50 g) and. 23.4 g of pyridine were dissolved in 300 ml of ethyl acetate, then 37 g of methanesulfonyl chloride was added thereto with ice-cooling and stirring and the mixture was made to react at room temperature for 3 hours. The reaction mixture was washed with water, dried, evaporated and the crystals separated out therefrom were filtered to give 72 g of methyl 2-fluoro-5-methanesulfonylaminobenzoate, m.p. 135°-137 ° C. The reactants are COC1=CC=C(C2=C1N=C(S2)NC(CC2CCOCC2)=O)C2CCOCC2 (N-[4-methoxy-7-(tetrahydro-pyran-4-yl)-benzothiazol-2-yl]-2-(tetrahydro-pyran-4-yl)-acetamide), COC1=CC=C(C2=C1N=C(S2)N)C2CCOCC2 (4-methoxy-7-(tetrahydro-pyran-4-yl)-benzothiazol-2-ylamine), O1[C@H](CCC1)C(=O)O ((R)-tetrahydro-furan-2-carboxylic acid). The product is COC1=CC=C(C2=C1N=C(S2)NC(=O)[C@@H]2OCCC2)C2CCOCC2 ((R)-Tetrahydro-furan-2-carboxylic acid [4-methoxy-7-(tetrahydro-pyran-4-yl)-benzothiazol-2-yl]-amide), solid. Isolated yield 62.0%. RXN SMILES: COC1C2N=C(N)SC=2C(C2CCOCC2)=CC=1.O1CCC[C@@H]1C(O)=O.[CH3:27][O:28][C:29]1[C:34]2[N:35]=[C:36]([NH:38][C:39](=[O:47])[CH2:40][CH:41]3[CH2:46][CH2:45][O:44]CC3)[S:37][C:33]=2[C:32]([CH:48]2[CH2:53][CH2:52][O:51][CH2:50][CH2:49]2)=[CH:31][CH:30]=1>>[CH3:27][O:28][C:29]1[C:34]2[N:35]=[C:36]([NH:38][C:39]([C@H:40]3[CH2:41][CH2:46][CH2:45][O:44]3)=[O:47])[S:37][C:33]=2[C:32]([CH:48]2[CH2:53][CH2:52][O:51][CH2:50][CH2:49]2)=[CH:31][CH:30]=1. Procedure: Using 4-methoxy-7-(tetrahydro-pyran-4-yl)-benzothiazol-2-ylamine and (R)-tetrahydro-furan-2-carboxylic acid, the title compound was prepared in the same manner as described for N-[4-methoxy-7-(tetrahydro-pyran-4-yl)-benzothiazol-2-yl]-2-(tetrahydro-pyran-4-yl)-acetamide and obtained as off-white solid (62% yield). Mp 158-161° C., MS: m/e=363(M+H+). The reactants are [PH4+] (phosphonium), C(C)(=O)O (acetic acid), NC1=CC=CC=C1 (aniline). Yields the product C(C)(=O)NC1=CC=CC=C1 (acetanilide). The yield is 20.0%. RXN SMILES: [PH4+].[C:2]([OH:5])(=O)[CH3:3].[NH2:6][C:7]1[CH:12]=[CH:11][CH:10]=[CH:9][CH:8]=1>>[C:2]([NH:6][C:7]1[CH:12]=[CH:11][CH:10]=[CH:9][CH:8]=1)(=[O:5])[CH3:3]. Procedure: To the same reaction mixture containing the phosphonium salt as in Example 1 was added a mixture of 3.0 g. (0.05 mole) of acetic acid and 5.2 g. (0.056 mole) of aniline, and the resulting mixture was reacted under reflux for 2 hours. Thereafter, the same aftertreatment as in Example 1 was effected to obtain acetanilide, yield 20% based on acetic acid.